From a dataset of the Open Reaction Database (ORD), a public repository of structured organic reaction records. describe an organic reaction: reactants, conditions, products, and yield Reactants: BrCCCCOC=1C=C2CCC(NC2=CC1)=O (6-(4-bromo-butoxy)-3,4-dihydro-carbostyril), OC=1C(=NC=CC1)S (3-hydroxy-2-mercapto-pyridine). The product is OC=1C(=NC=CC1)SCCCCOC=1C=C2CCC(NC2=CC1)=O (6-[4-(3-Hydroxy-pyrid-2-yl-mercapto)-butoxy]-3,4-dihydro-carbostyril). Reaction SMILES: Br[CH2:2][CH2:3][CH2:4][CH2:5][O:6][C:7]1[CH:8]=[C:9]2[C:14](=[CH:15][CH:16]=1)[NH:13][C:12](=[O:17])[CH2:11][CH2:10]2.[OH:18][C:19]1[C:20]([SH:25])=[N:21][CH:22]=[CH:23][CH:24]=1>>[OH:18][C:19]1[C:20]([S:25][CH2:2][CH2:3][CH2:4][CH2:5][O:6][C:7]2[CH:8]=[C:9]3[C:14](=[CH:15][CH:16]=2)[NH:13][C:12](=[O:17])[CH2:11][CH2:10]3)=[N:21][CH:22]=[CH:23][CH:24]=1. Reported procedure: Prepared analogous to Example 122 from 6-(4-bromo-butoxy)-3,4-dihydro-carbostyril (m.p. 142°-147° C.) and 3-hydroxy-2-mercapto-pyridine. Starting materials: CC1OCC(=O)C1NC(=O)OC(C)(C)C, Cl, C1COCCO1. Yields the product Cl, CC1OCC(=O)C1N. Reaction SMILES: [C:2]([O:3][C:4](=[O:5])[NH:8][CH:9]1[CH:10]([CH3:15])[O:11][CH2:12][C:13]1=[O:14])([CH3:6])([CH3:7])[CH3:16].[ClH:1].[O:17]1[CH2:18][CH2:19][O:20][CH2:21][CH2:22]1>>[ClH:1].[NH2:8][CH:9]1[CH:10]([CH3:15])[O:11][CH2:12][C:13]1=[O:14].